This data is from the Open Reaction Database (ORD), a public repository of structured organic reaction records. The task is: describe an organic reaction: reactants, conditions, products, and yield The reactants are C(\C=C\CCCCCCCCC(=O)O)(=O)O (traumatic acid), C1[C@@H]([C@H]([C@@H]([C@H]([C@@H]1N)O[C@@H]2[C@@H]([C@H]([C@@H]([C@H](O2)CO)O)N)O)O)O[C@@H]3[C@@H](C[C@@H]([C@H](O3)CN)O)N)N.OS(=O)(=O)O (tobramycin sulfate). The solvent is O (water), O (water). Reaction conditions: temperature 4 celsius. Yields the product C1[C@@H]([C@H]([C@@H]([C@H]([C@@H]1N)O[C@@H]2[C@@H]([C@H]([C@@H]([C@H](O2)CO)O)N)O)O)O[C@@H]3[C@@H](C[C@@H]([C@H](O3)CN)O)N)N.C(\C=C\CCCCCCCCC(=O)[O-])(=O)[O-] (tobramycin trans-traumatate). As a reaction SMILES: [C:1]([OH:16])(=[O:15])/[CH:2]=[CH:3]/[CH2:4][CH2:5][CH2:6][CH2:7][CH2:8][CH2:9][CH2:10][CH2:11][C:12]([OH:14])=[O:13].[CH2:17]1[C@@H:22]([NH2:23])[C@H:21]([O:24][C@H:25]2[O:30][C@H:29]([CH2:31][OH:32])[C@@H:28]([OH:33])[C@H:27]([NH2:34])[C@H:26]2[OH:35])[C@@H:20]([OH:36])[C@H:19]([O:37][C@H:38]2[O:43][C@H:42]([CH2:44][NH2:45])[C@@H:41]([OH:46])[CH2:40][C@H:39]2[NH2:47])[C@H:18]1[NH2:48].OS(O)(=O)=O>O>[CH2:17]1[C@@H:22]([NH2:23])[C@H:21]([O:24][C@H:25]2[O:30][C@H:29]([CH2:31][OH:32])[C@@H:28]([OH:33])[C@H:27]([NH2:34])[C@H:26]2[OH:35])[C@@H:20]([OH:36])[C@H:19]([O:37][C@H:38]2[O:43][C@H:42]([CH2:44][NH2:45])[C@@H:41]([OH:46])[CH2:40][C@H:39]2[NH2:47])[C@H:18]1[NH2:48].[C:1]([O-:16])(=[O:15])/[CH:2]=[CH:3]/[CH2:4][CH2:5][CH2:6][CH2:7][CH2:8][CH2:9][CH2:10][CH2:11][C:12]([O-:14])=[O:13] |f:1.2,4.5|. Reported procedure: 11.4 g of trans-traumatic traumatic acid (50 mmol) are suspended in 200 ml of cool water at 4° C., A solution of 14.3 g of tobramycin sulfate (20mmol) in 200 ml of water is eluted through a column cooled to 4° C. containing 150 ml of [OH--] Dowex 1×8 resin. The eluate free from sulfate is collected into the suspension of traumatic acid kept under continuous stirring at 4° C. The resulting solution is frozen and lyophilized. The reactants are C(#N)C1(C2CC3CC(CC1C3)C2)COC2=CC(=C(C(=O)O)C=C2C2CC2)F (4-((2-cyanoadamantan-2-yl)methoxy)-5-cyclopropyl-2-fluorobenzoic acid), C1(CC1)C=1C(=CC(=C(C(=O)O)C1)F)OC1CC(CCC1)(C)C (5-cyclopropyl-4-((3,3-dimethylcyclohexyl)oxy)-2-fluorobenzoic acid), CS(=O)(=O)N (methane sulfonamide), N1(CCC1)S(=O)(=O)N (azetidine-1-sulfonamide). Yields the product N1(CCC1)S(=O)(=O)NC(C1=C(C=C(C(=C1)C1CC1)OC1CC(CCC1)(C)C)F)=O (N-(azetidin-1-ylsulfonyl)-5-cyclopropyl-4-((3,3-dimethylcyclohexyl)oxy)-2-fluorobenzamide), solid. The yield is 15.0%. RXN SMILES: CS(N)(=O)=O.[N:6]1([S:10]([NH2:13])(=[O:12])=[O:11])[CH2:9][CH2:8][CH2:7]1.C(C1(COC2C(C3CC3)=CC(C(O)=O)=C(F)C=2)C2CC3CC(CC1C3)C2)#N.[CH:41]1([C:44]2[C:45]([O:54][CH:55]3[CH2:60][CH2:59][CH2:58][C:57]([CH3:62])([CH3:61])[CH2:56]3)=[CH:46][C:47]([F:53])=[C:48]([CH:52]=2)[C:49](O)=[O:50])[CH2:43][CH2:42]1>>[N:6]1([S:10]([NH:13][C:49](=[O:50])[C:48]2[CH:52]=[C:44]([CH:41]3[CH2:42][CH2:43]3)[C:45]([O:54][CH:55]3[CH2:60][CH2:59][CH2:58][C:57]([CH3:62])([CH3:61])[CH2:56]3)=[CH:46][C:47]=2[F:53])(=[O:12])=[O:11])[CH2:9][CH2:8][CH2:7]1. Procedure: Following the procedure as described in Example 332 Step 7 and making non-critical variations to replace methane sulfonamide with azetidine-1-sulfonamide and to replace 4-((2-cyanoadamantan-2-yl)methoxy)-5-cyclopropyl-2-fluorobenzoic acid with 5-cyclopropyl-4-((3,3-dimethylcyclohexyl)oxy)-2-fluorobenzoic acid, the title compound was obtained as a white solid (0.035 g, 15%): 1H NMR (300 MHz, DMSO-d6) δ11.58 (s, 1H), 7.11 (d, J=8.5 Hz, 1H), 7.03 (d, J=13.3 Hz, 1H), 4.67-4.58 (m, 1H), 4.04 (t, J=7....